Dataset: the Open Reaction Database (ORD), a public repository of structured organic reaction records. Task: describe an organic reaction: reactants, conditions, products, and yield Reaction SMILES: [CH3:1][C:2]([CH3:7])([CH2:5][NH2:6])[CH2:3][NH2:4].Cl[C:9]([CH3:15])([CH3:14])[CH:10]([N:12]=[O:13])[CH3:11].O.[CH3:17]O>>[NH2:4][CH2:3][C:2]([CH3:7])([CH3:1])[CH2:5][NH:6][C:9]([CH3:15])([CH3:14])[C:10](=[N:12][OH:13])[CH2:11][CH3:17]. Procedure: To a solution of 2,2-dimethyl-1,3-propane diamine (69 g, 0.75 mole) in dry methanol (100 mL), 3-chloro-3-methyl-2-nitrosobutane (20.55 g, 0.15 mole, Example 1) was added in portions at 0° C. over a period of 2 hours. The reaction mixture was then stirred at room temperature for 20 hours. The solvent was removed under reduced pressure to give a paste. Water (50 mL) was added, and the solution was cooled in an ice bath. The solution was filtered and the filtrate was adjusted to pH 10-11 by the add... Run at time 20 hour. Yields the product NCC(CNC(C(CC)=NO)(C)C)(C)C (N-(3-Amino-2,2-dimethylpropyl)-1-amino-1,1-dimethyl-2-butanone Oxime). The reactants are CC(CN)(CN)C (2,2-dimethyl-1,3-propane diamine), ClC(C(C)N=O)(C)C (3-chloro-3-methyl-2-nitrosobutane), CO (methanol), O (Water).